Dataset: the Open Reaction Database (ORD), a public repository of structured organic reaction records. Task: describe an organic reaction: reactants, conditions, products, and yield Starting materials: P(=O)(Br)(Br)Br (Phosphorus oxybromide), C1(CCCC1)N1C(C=C(C2=C1N=C(N=C2)SC)O)=O (8-cyclopentyl-5-hydroxy-2-methylsulfanyl-8H-pyrido[2,3-d]pyrimidin-7-one). Solvent: ClC(C)Cl (dichloro-ethane). Reaction conditions: temperature 100 celsius. Yields the product BrC1=CC(N(C=2N=C(N=CC21)SC)C2CCCC2)=O (5-bromo-8-cyclopentyl-2-methylsulfanyl-8H-pyrido[2,3-d]pyrimidin-7-one). Yield: 50.0%. RXN SMILES: P(Br)(Br)([Br:3])=O.[CH:6]1([N:11]2[C:16]3[N:17]=[C:18]([S:21][CH3:22])[N:19]=[CH:20][C:15]=3[C:14](O)=[CH:13][C:12]2=[O:24])[CH2:10][CH2:9][CH2:8][CH2:7]1>ClC(Cl)C>[Br:3][C:14]1[C:15]2[CH:20]=[N:19][C:18]([S:21][CH3:22])=[N:17][C:16]=2[N:11]([CH:6]2[CH2:10][CH2:9][CH2:8][CH2:7]2)[C:12](=[O:24])[CH:13]=1. Reported procedure: Phosphorus oxybromide (11.3 mL) was added to a mixture of 8-cyclopentyl-5-hydroxy-2-methylsulfanyl-8H-pyrido[2,3-d]pyrimidin-7-one (2.56 g, 9.23 mmol) in dichloro-ethane (13 mL) at RT. The reaction mixture was heated to 100° C. in a microwave reactor for 1 h, then cooled to RT. The resulting mixture was partitioned between EtOAc (200 mL) and NaHCO3 (sat'd aq, 200 mL), and the aqueous layer extracted with EtOAc (100 mL). The combined organic layers were washed with NaHCO3 (sat'd aq, 3×100 mL) and... Starting materials: NC1=NC=C(C=N1)C(=N)NO (2-amino-N-hydroxy-pyrimidine-5-carboxamidine), FC(C1=CC=C(C=C1)C1=NC(=NC(=C1)C(F)(F)F)C(=O)O)(F)F (4-(4-trifluoromethyl-phenyl)-6-trifluoromethyl-pyrimidine-2-carboxylic acid). The product is FC(C1=NC(=NC(=C1)C1=CC=C(C=C1)C(F)(F)F)C1=NC(=NO1)C=1C=NC(=NC1)N)(F)F (5-{5-[4-Trifluoromethyl-6-(4-trifluoromethyl-phenyl)-pyrimidin-2-yl]-[1,2,4]oxadiazol-3-yl}-pyrimidin-2-ylamine), solid. Isolated yield 62.0%. As a reaction SMILES: [NH2:1][C:2]1[N:7]=[CH:6][C:5]([C:8]([NH:10][OH:11])=[NH:9])=[CH:4][N:3]=1.[F:12][C:13]([F:34])([F:33])[C:14]1[CH:19]=[CH:18][C:17]([C:20]2[CH:25]=[C:24]([C:26]([F:29])([F:28])[F:27])[N:23]=[C:22]([C:30](O)=O)[N:21]=2)=[CH:16][CH:15]=1>>[F:29][C:26]([F:27])([F:28])[C:24]1[CH:25]=[C:20]([C:17]2[CH:18]=[CH:19][C:14]([C:13]([F:34])([F:33])[F:12])=[CH:15][CH:16]=2)[N:21]=[C:22]([C:30]2[O:11][N:10]=[C:8]([C:5]3[CH:6]=[N:7][C:2]([NH2:1])=[N:3][CH:4]=3)[N:9]=2)[N:23]=1. Procedure details: The title compound was prepared from 2-amino-N-hydroxy-pyrimidine-5-carboxamidine (example C.4) (0.115 g, 0.75 mmol) and 4-(4-trifluoromethyl-phenyl)-6-trifluoromethyl-pyrimidine-2-carboxylic acid (example D.2) (0.17 g, 0.5 mmol) according to the general procedure V. Obtained as a white solid (0.14 g, 62%). MS (EI) 453.1 [(M)+]; mp 216° C.